Task: describe an organic reaction: reactants, conditions, products, and yield. Dataset: the Open Reaction Database (ORD), a public repository of structured organic reaction records Reactants: CCCCCCCCCCCCCCCCCCCCCC(=O)OCC, CCCCCCCCCCCCCCCCCCCCCC(=O)OC(C)c1ccccc1, O. Product: CC(O)c1ccccc1. RXN SMILES: [C:1]([O:2][CH2:3][CH3:4])(=[O:5])[CH2:6][CH2:7][CH2:8][CH2:9][CH2:10][CH2:11][CH2:12][CH2:13][CH2:14][CH2:15][CH2:16][CH2:17][CH2:18][CH2:19][CH2:20][CH2:21][CH2:22][CH2:23][CH2:24][CH2:25][CH3:26].[C:27](=[O:28])([CH2:29][CH2:30][CH2:31][CH2:32][CH2:33][CH2:34][CH2:35][CH2:36][CH2:37][CH2:38][CH2:39][CH2:40][CH2:41][CH2:42][CH2:43][CH2:44][CH2:45][CH2:46][CH2:47][CH2:48][CH3:49])[O:50][CH:51]([CH3:52])[c:53]1[cH:54][cH:55][cH:56][cH:57][cH:58]1.[OH2:59]>>[OH:50][CH:51]([CH3:52])[c:53]1[cH:54][cH:55][cH:56][cH:57][cH:58]1.